This data is from the Open Reaction Database (ORD), a public repository of structured organic reaction records. The task is: describe an organic reaction: reactants, conditions, products, and yield Starting materials: C12C(CC(CC1)C2)CC(=O)NC(CC)C=2C(NC(=NN2)C2CCCC2)=O (2-bicyclo[2.2.1]hept-2-yl-N-[1-(3-cyclopentyl-5-oxo-4,5-dihydro-1,2,4-triazin-6-yl)-propyl]acetamide), P(=O)(Cl)(Cl)Cl (phosphoric trichloride). Yields the product C12C(CC(CC1)C2)CC2=NC(=C1C(NC(=NN12)C1CCCC1)=O)CC (7-(Bicyclo[2.2.1]hept-2-ylmethyl)-2-cyclopentyl-5-ethylimidazo[5,1-f][1,2,4]triazin-4(3H)-one). As a reaction SMILES: [CH:1]12[CH2:7][CH:4]([CH2:5][CH2:6]1)[CH2:3][CH:2]2[CH2:8][C:9]([NH:11][CH:12]([C:15]1[C:16](=[O:26])[NH:17][C:18]([CH:21]2[CH2:25][CH2:24][CH2:23][CH2:22]2)=[N:19][N:20]=1)[CH2:13][CH3:14])=O.P(Cl)(Cl)(Cl)=O>>[CH:1]12[CH2:7][CH:4]([CH2:5][CH2:6]1)[CH2:3][CH:2]2[CH2:8][C:9]1[N:20]2[C:15]([C:16](=[O:26])[NH:17][C:18]([CH:21]3[CH2:25][CH2:24][CH2:23][CH2:22]3)=[N:19]2)=[C:12]([CH2:13][CH3:14])[N:11]=1. Procedure details: In analogy to the procedure for Example 1, 200 mg (0.56 mmol) crude 2-bicyclo[2.2.1]hept-2-yl-N-[1-(3-cyclopentyl-5-oxo-4,5-dihydro-1,2,4-triazin-6-yl)-propyl]acetamide, 165 mg (1.1 mmol) phosphoric trichloride are stirred at reflux for 4 hours, proportionate amounts of the solvents are used. The product is purified by chromatography (preparative HPLC).